The task is: describe an organic reaction: reactants, conditions, products, and yield. This data is from the Open Reaction Database (ORD), a public repository of structured organic reaction records. The reactants are CN1CC2N(C3=C(OC4=C2C=CC=C4)C=CC(=C3)C)CCC1 (1,2,3,4,5,15b-hexahydro-2,8-dimethyl-1,4-diazepino[1,2-d]dibenz[b,f](1,4)oxazepine), C1(=CC=CC=C1)C.C(C)O (toluene ethanol). Yields the product CN1CC2N(CCC1)C1=C(CC3=C2C=CC=C3)C=CC(=C1)C (2,3,4,5,11,15b-hexahydro-2,8-dimethyl-1H-dibenz[3,4:6,7]azepino[1,2-a](1,4)diazepine). RXN SMILES: [CH3:1][N:2]1[CH2:22][CH2:21][CH2:20][N:5]2[C:6]3[CH:18]=[C:17]([CH3:19])[CH:16]=[CH:15][C:7]=3O[C:9]3[CH:14]=[CH:13][CH:12]=[CH:11][C:10]=3[CH:4]2[CH2:3]1.[C:23]1(C)C=CC=CC=1.C(O)C>>[CH3:1][N:2]1[CH2:22][CH2:21][CH2:20][N:5]2[C:6]3[CH:18]=[C:17]([CH3:19])[CH:16]=[CH:15][C:7]=3[CH2:23][C:9]3[CH:14]=[CH:13][CH:12]=[CH:11][C:10]=3[CH:4]2[CH2:3]1 |f:1.2|. Reported procedure: 1,2,3,4,5,15b-hexahydro-2,8-dimethyl-1,4-diazepino[1,2-d]dibenz[b,f](1,4)oxazepine, (oil) Rf in toluene:ethanol (8:2)=0.42 on SiO2 ; Reactants: IC=1C=CC=2N(C1)C=C(N2)C(=O)NC2=CC=CC=C2 (6-iodo-N-phenylimidazo[1,2-a]pyridine-2-carboxamide), IC=1C=CC=2N(C1)C=C(N2)C(=O)NC2=CC=CC=C2 (6-iodo-N-phenylimidazo[1,2-a]pyridine-2-carboxamide), C(CCC)[Sn](C1=NC=CC=C1)(CCCC)CCCC (2-tributylstannylpyridine). Reagents/catalysts: C=1C=CC(=CC1)[P](C=2C=CC=CC2)(C=3C=CC=CC3)[Pd]([P](C=4C=CC=CC4)(C=5C=CC=CC5)C=6C=CC=CC6)([P](C=7C=CC=CC7)(C=8C=CC=CC8)C=9C=CC=CC9)[P](C=1C=CC=CC1)(C=1C=CC=CC1)C=1C=CC=CC1 (tetrakis(triphenylphosphine)palladium). Run in CN(C=O)C (N,N-dimethylformamide). Conditions: time 5 minute. Product: C1(=CC=CC=C1)NC(=O)C=1N=C2N(C=C(C=C2)C2=NC=CC=C2)C1 (N-phenyl-6-(pyrid-2-yl)imidazo[1,2-a]pyridine-2-carboxamide). Isolated yield 28.1%. RXN SMILES: I[C:2]1[CH:3]=[CH:4][C:5]2[N:6]([CH:8]=[C:9]([C:11]([NH:13][C:14]3[CH:19]=[CH:18][CH:17]=[CH:16][CH:15]=3)=[O:12])[N:10]=2)[CH:7]=1.C([Sn](CCCC)(CCCC)[C:25]1[CH:30]=[CH:29][CH:28]=[CH:27][N:26]=1)CCC>C1C=CC([P]([Pd]([P](C2C=CC=CC=2)(C2C=CC=CC=2)C2C=CC=CC=2)([P](C2C=CC=CC=2)(C2C=CC=CC=2)C2C=CC=CC=2)[P](C2C=CC=CC=2)(C2C=CC=CC=2)C2C=CC=CC=2)(C2C=CC=CC=2)C2C=CC=CC=2)=CC=1.CN(C)C=O>[C:14]1([NH:13][C:11]([C:9]2[N:10]=[C:5]3[CH:4]=[CH:3][C:2]([C:25]4[CH:30]=[CH:29][CH:28]=[CH:27][N:26]=4)=[CH:7][N:6]3[CH:8]=2)=[O:12])[CH:19]=[CH:18][CH:17]=[CH:16][CH:15]=1 |^1:42,44,63,82|. Reported procedure: 230 mg of 6-iodo-N-phenylimidazo[1,2-a]pyridine-2-carboxamide (Intermediate 2), 690 mg of 2-tributylstannylpyridine, 120 mg of tetrakis(triphenylphosphine)palladium and 4 mL of N,N-dimethylformamide are placed in a microwave tube. The reaction mixture is heated for 5 minutes in a microwave machine set at 100° C., and then for 5 minutes at 150° C. and concentrated to dryness. The residue is chromatographed on a silica cartridge, eluting with a mixture of dichloromethane and ethyl acetate. The fra... Reactants: COc1cc(C(=O)O)cc(OC)c1OC, Cc1cccc(N)c1C. The reagents and catalysts are C1CCC(CC1)N=C=NC2CCCCC2 (DCC). The solvent is CN(C)C=O (DMF), CN(C)C=O (DMF), CN(C)C=O (DMF), CN(C)C=O (DMF), CN(C)C=O (DMF), CN(C)C=O (DMF). Run at temperature 25 celsius, time 2 hour. Product: COc1cc(C(=O)Nc2cccc(C)c2C)cc(OC)c1OC. The yield is 7.5%. As a reaction SMILES: Cc1cccc(N)c1C.COc1cc(C(=O)O)cc(OC)c1OC.C1CCC(CC1)N=C=NC2CCCCC2.CN(C)C=O>>COc1cc(C(=O)Nc2cccc(C)c2C)cc(OC)c1OC.